Dataset: the Open Reaction Database (ORD), a public repository of structured organic reaction records. Task: describe an organic reaction: reactants, conditions, products, and yield Starting materials: B(F)(F)F.CCOCC (boron trifluoride etherate), N (ammonia), CC(=O)OCC1=C(N2[C@@H]([C@@H](C2=O)N)SC1)C(=O)O (7-aminocephalosporanic acid), C(=O)(O)C(CN1N=NN=C1S)=NOC (1-(2-carboxy-2-methoxyiminoethyl)-1H-tetrazole-5-thiol). Solvent: C(C)#N (acetonitrile), O (Water). Conditions: temperature 50 celsius, time 2 hour. The product is NC1[C@@H]2N(C(=C(CS2)CSC2=NN=NN2CC(=NOC)C(=O)O)C(=O)O)C1=O (7-amino-3-[1-(2-carboxy-2-methoxyiminoethyl)-1H-tetrazol-5-yl)thiomethyl-3-cephem-4-carboxylic acid). Isolated yield 64.0%. Reaction SMILES: CC(O[CH2:5][C:6]1[CH2:15][S:14][C@@H:9]2[C@H:10]([NH2:13])[C:11](=[O:12])[N:8]2[C:7]=1[C:16]([OH:18])=[O:17])=O.[C:19]([C:22](=[N:30][O:31][CH3:32])[CH2:23][N:24]1[C:28]([SH:29])=[N:27][N:26]=[N:25]1)([OH:21])=[O:20].B(F)(F)F.CCOCC.N>C(#N)C.O>[NH2:13][CH:10]1[C:11](=[O:12])[N:8]2[C:7]([C:16]([OH:18])=[O:17])=[C:6]([CH2:5][S:29][C:28]3[N:24]([CH2:23][C:22]([C:19]([OH:21])=[O:20])=[N:30][O:31][CH3:32])[N:25]=[N:26][N:27]=3)[CH2:15][S:14][C@H:9]12 |f:2.3|. Procedure details: To a suspension of 7-aminocephalosporanic acid (0.99 g) and 1-(2-carboxy-2-methoxyiminoethyl)-1H-tetrazole-5-thiol (0.95 g) in dry acetonitrile (10 ml) was added boron trifluoride etherate (1.55 g) and the resulting solution was stirred at 50° C. for 2 hours. Water (10 ml) was added to the reaction mixture and the solution was adjusted to pH 3.5 with conc. aqueous ammonia under ice-cooling to give precipitates which were filtered, washed with water and dried to give 7-amino-3-[1-(2-carboxy-2-met...